From a dataset of the Open Reaction Database (ORD), a public repository of structured organic reaction records. describe an organic reaction: reactants, conditions, products, and yield Solvent: C(Cl)(Cl)Cl (chloroform). Reported procedure: 24.4 g=0.08 mol of 2-[4'-(4"-chlorophenoxy)phenoxy]-propionic acid, 10.8 g=0.1 mol of 4-chlorobutanol and 2 ml concentrated sulfuric acid in 50 ml chloroform were refluxed for 6 hours with azeotropic distillation of the reaction water. After cooling, the reaction mixture was washed twice with 100 ml water, neutralized with bicarbonate solution and washed with water until it was free from salt. After drying over calcium chloride and distillation of the solvent, 27.0 g=88% of the theory of 2-[4'-(... Reaction SMILES: [Cl:1][C:2]1[CH:20]=[CH:19][C:5]([O:6][C:7]2[CH:18]=[CH:17][C:10]([O:11][CH:12]([CH3:16])[C:13]([OH:15])=[O:14])=[CH:9][CH:8]=2)=[CH:4][CH:3]=1.[Cl:21][CH2:22][CH2:23][CH2:24][CH2:25]O.S(=O)(=O)(O)O.O>C(Cl)(Cl)Cl>[Cl:21][CH2:22][CH2:23][CH2:24][CH2:25][O:14][C:13](=[O:15])[CH:12]([O:11][C:10]1[CH:17]=[CH:18][C:7]([O:6][C:5]2[CH:4]=[CH:3][C:2]([Cl:1])=[CH:20][CH:19]=2)=[CH:8][CH:9]=1)[CH3:16]. Product: ClCCCCOC(C(C)OC1=CC=C(C=C1)OC1=CC=C(C=C1)Cl)=O (2-[4'-(4"-chlorophenoxy)phenoxy]-propionic acid 4-chlorobut-1-yl ester). Starting materials: ClC1=CC=C(OC2=CC=C(OC(C(=O)O)C)C=C2)C=C1 (2-[4'-(4"-chlorophenoxy)phenoxy]-propionic acid), ClCCCCO (4-chlorobutanol), S(O)(O)(=O)=O (sulfuric acid), O (water). Reactants: Cl (hydrochloric acid), C1N2CN3CN1CN(C2)C3 (hexamethylenetetramine), [I-].[Na+] (sodium iodide), C(C1=CC=CC=C1)OC1=CC(=NC=C1)CCl (4-(Benzyloxy)-2-(chloromethyl)pyridine). Run in ClCCl (dichloromethane), C(C)OCC (ethyl ether), CO (methanol). The product is C(C1=CC=CC=C1)OC1=CC(=NC=C1)CN (1-[4-(Benzyloxy)pyridin-2-yl]methanamine). Reaction SMILES: C1N2CN3CN(C2)C[N:2]1C3.[I-].[Na+].[CH2:13]([O:20][C:21]1[CH:26]=[CH:25][N:24]=[C:23]([CH2:27]Cl)[CH:22]=1)[C:14]1[CH:19]=[CH:18][CH:17]=[CH:16][CH:15]=1.Cl>ClCCl.CO.C(OCC)C>[CH2:13]([O:20][C:21]1[CH:26]=[CH:25][N:24]=[C:23]([CH2:27][NH2:2])[CH:22]=1)[C:14]1[CH:19]=[CH:18][CH:17]=[CH:16][CH:15]=1 |f:1.2|. Procedure details: 1.5 g (10.78 mmol) of hexamethylenetetramine and then 1.3 g of sodium iodide are added to 2.1 g (8.99 mmol) of 4-(benzyloxy)-2-(chloromethyl)pyridine (described in stage A) in 60 ml of dichloromethane. The reaction medium is heated at reflux for 12 hours and then concentrated under reduced pressure. The residue obtained is taken up in 45 ml of methanol. 7.5 ml (89.90 mmol) of a 12N hydrochloric acid solution are added. The reaction medium is heated at reflux for 16 hours. After addition of ethyl... The reactants are CS(=O)(=O)O, [Cl-], COc1cc(O)ccc1-c1nc2ccc(F)cc2[nH]1. Yields the product COc1cc(OS(C)(=O)=O)ccc1-c1nc2ccc(F)cc2[nH]1. As a reaction SMILES: [CH3:21][S:22](=[O:23])(=[O:24])[OH:25].[Cl-:20].[F:1][c:2]1[cH:3][c:4]2[c:5]([n:6][c:7](-[c:9]3[c:10]([O:16][CH3:17])[cH:11][c:12]([OH:15])[cH:13][cH:14]3)[nH:8]2)[cH:18][cH:19]1>>[F:1][c:2]1[cH:3][c:4]2[c:5]([n:6][c:7](-[c:9]3[c:10]([O:16][CH3:17])[cH:11][c:12]([O:15][S:22]([CH3:21])(=[O:23])=[O:24])[cH:13][cH:14]3)[nH:8]2)[cH:18][cH:19]1. The reactants are ClC=1C(=NC=CN1)OC1=CC=C(N)C=C1 (4-(3-chloropyrazin-2-yloxy)aniline), O1CCC(CC1)[Mg]Cl ((Tetrahydro-2H-pyran-4-yl)magnesium chloride). Reagents/catalysts: C/C(=C/C(=O)C)/[O-].C/C(=C/C(=O)C)/[O-].C/C(=C/C(=O)C)/[O-].[Fe+3] (Iron(iii) acetylacetonate). Run in C1CCOC1 (THF), CN1CCCC1=O (NMP). Product: O1CCC(CC1)C=1C(=NC=CN1)OC1=CC=C(N)C=C1 (4-(3-(tetrahydro-2H-pyran-4-yl)pyrazin-2-yloxy)aniline). Reaction SMILES: Cl[C:2]1[C:3]([O:8][C:9]2[CH:15]=[CH:14][C:12]([NH2:13])=[CH:11][CH:10]=2)=[N:4][CH:5]=[CH:6][N:7]=1.[O:16]1[CH2:21][CH2:20][CH:19]([Mg]Cl)[CH2:18][CH2:17]1>C1COCC1.CN1C(=O)CCC1.C/C(/[O-])=C/C(C)=O.C/C(/[O-])=C/C(C)=O.C/C(/[O-])=C/C(C)=O.[Fe+3]>[O:16]1[CH2:21][CH2:20][CH:19]([C:2]2[C:3]([O:8][C:9]3[CH:15]=[CH:14][C:12]([NH2:13])=[CH:11][CH:10]=3)=[N:4][CH:5]=[CH:6][N:7]=2)[CH2:18][CH2:17]1 |f:4.5.6.7|. Procedure details: To a round bottomed flask was added 4-(3-chloropyrazin-2-yloxy)aniline (1.2276 g, 5.54 mmol) dissolved in a mixture of THF (8.86 mL) and NMP (2.215 mL). Iron(iii) acetylacetonate (0.098 g, 0.277 mmol) was added and the temperature was brought to 0° C. (Tetrahydro-2H-pyran-4-yl)magnesium chloride (8.31 mL, 6.65 mmol) was added dropwise to the reaction mixture. Upon completion, the reaction was quenched with saturated ammonia chloride solution. The reaction mixture was diluted with water and extra...